Dataset: the Open Reaction Database (ORD), a public repository of structured organic reaction records. Task: describe an organic reaction: reactants, conditions, products, and yield Reactants: [Al+3], CCOC(=O)c1ccc2c(c1)[nH]c1c(C(N)=O)ccc(-c3ccccc3F)c12, C1CCOC1, CO, CCOC(C)=O, O=C(O)C(F)(F)F, [H-], [H-], [H-], [H-], [Li+]. Yields the product NC(=O)c1ccc(-c2ccccc2F)c2c1[nH]c1cc(CO)ccc12. RXN SMILES: [Al+3:30].[C:1]([NH2:2])(=[O:3])[c:4]1[cH:5][cH:6][c:7](-[c:22]2[c:23]([F:28])[cH:24][cH:25][cH:26][cH:27]2)[c:8]2[c:9]3[cH:10][cH:11][c:12]([C:17](=[O:18])[O:19][CH2:20][CH3:21])[cH:13][c:14]3[nH:15][c:16]12.[CH2:44]1[O:45][CH2:46][CH2:47][CH2:48]1.[CH3:35][OH:36].[CH3:49][CH2:50][O:51][C:52]([CH3:53])=[O:54].[F:37][C:38]([F:39])([F:40])[C:41]([OH:42])=[O:43].[H-:29].[H-:32].[H-:33].[H-:34].[Li+:31]>>[C:1]([NH2:2])(=[O:3])[c:4]1[cH:5][cH:6][c:7](-[c:22]2[c:23]([F:28])[cH:24][cH:25][cH:26][cH:27]2)[c:8]2[c:9]3[cH:10][cH:11][c:12]([CH2:17][OH:18])[cH:13][c:14]3[nH:15][c:16]12. The yield is 88.2%. The solvent is ClC1=C(C=CC=C1)Cl (o-dichlorobenzene). Reaction SMILES: [CH:1]1([CH2:4][N:5]2[C:14]3[C:9](=[CH:10][C:11]([O:15][CH3:16])=[CH:12][CH:13]=3)[CH:8]([C:17]3[CH:22]=[CH:21][CH:20]=[CH:19][CH:18]=3)[NH:7][C:6]2=[O:23])[CH2:3][CH2:2]1.[S]>ClC1C=CC=CC=1Cl>[CH:1]1([CH2:4][N:5]2[C:14]3[C:9](=[CH:10][C:11]([O:15][CH3:16])=[CH:12][CH:13]=3)[C:8]([C:17]3[CH:18]=[CH:19][CH:20]=[CH:21][CH:22]=3)=[N:7][C:6]2=[O:23])[CH2:3][CH2:2]1 |^3:23|. Reactants: C1(CC1)CN1C(NC(C2=CC(=CC=C12)OC)C1=CC=CC=C1)=O (1-cyclopropylmethyl-4-phenyl-6-methoxy-3,4-dihydro-2(1H)-quinazolinone), [S] (sulfur). Procedure: A mixture of 1.54 g of 1-cyclopropylmethyl-4-phenyl-6-methoxy-3,4-dihydro-2(1H)-quinazolinone, 0.48 g of sulfur and 10 ml of o-dichlorobenzene was stirred under reflux for 5 hours. The solvent was then removed under reduced pressure, and the residue was treated with hot acetone. The insoluble sulfur was filtered off and the filtrate was concentrated to dryness. The residue was recrystallized from toluene to give 1.35 g of 1-cyclopropylmethyl-4-phenyl-6-methoxy-2(1H)-quinazolinone, m.p. 114°-115°... The product is C1(CC1)CN1C(N=C(C2=CC(=CC=C12)OC)C1=CC=CC=C1)=O (1-cyclopropylmethyl-4-phenyl-6-methoxy-2(1H)-quinazolinone). Starting materials: FC(C1=C(C=C(C=C1)C(F)(F)F)[C@@H](C)N)(F)F ((R)-1-(2,5-bis(trifluoromethyl)phenyl)ethanamine), C(C)(C)(C)OC(=O)C1=C(C=CC=C1)C1=CC=C(C=C1)CN1C(=C(C2=CC(=CC=C12)C(=O)O)C)C (1-((2′-(tert-butoxycarbonyl)-[1,1′-biphenyl]-4-yl)methyl)-2,3-dimethyl-1H-indole-5-carboxylic acid). Product: FC(C1=C(C=C(C=C1)C(F)(F)F)[C@@H](C)NC(=O)C=1C=C2C(=C(N(C2=CC1)CC1=CC=C(C=C1)C=1C(=CC=CC1)C(=O)O)C)C)(F)F ((R)-4′-((5-((1-(2,5-bis(trifluoromethyl)phenyl)ethyl)carbamoyl)-2,3-dimethyl-1H-indol-1-yl)methyl)-[1,1′-biphenyl]-2-carboxylic acid). Reaction SMILES: [F:1][C:2]([F:17])([F:16])[C:3]1[CH:8]=[CH:7][C:6]([C:9]([F:12])([F:11])[F:10])=[CH:5][C:4]=1[C@H:13]([NH2:15])[CH3:14].C([O:22][C:23]([C:25]1[CH:30]=[CH:29][CH:28]=[CH:27][C:26]=1[C:31]1[CH:36]=[CH:35][C:34]([CH2:37][N:38]2[C:46]3[C:41](=[CH:42][C:43]([C:47](O)=[O:48])=[CH:44][CH:45]=3)[C:40]([CH3:50])=[C:39]2[CH3:51])=[CH:33][CH:32]=1)=[O:24])(C)(C)C>>[F:1][C:2]([F:16])([F:17])[C:3]1[CH:8]=[CH:7][C:6]([C:9]([F:10])([F:11])[F:12])=[CH:5][C:4]=1[C@H:13]([NH:15][C:47]([C:43]1[CH:42]=[C:41]2[C:46](=[CH:45][CH:44]=1)[N:38]([CH2:37][C:34]1[CH:33]=[CH:32][C:31]([C:26]3[C:25]([C:23]([OH:24])=[O:22])=[CH:30][CH:29]=[CH:28][CH:27]=3)=[CH:36][CH:35]=1)[C:39]([CH3:51])=[C:40]2[CH3:50])=[O:48])[CH3:14]. Reported procedure: The title compound was prepared following the same general protocol as described in Step 8-9, Example 1, using the (R)-1-(2,5-bis(trifluoromethyl)phenyl)ethanamine and the 1-((2′-(tert-butoxycarbonyl)-[1,1′-biphenyl]-4-yl)methyl)-2,3-dimethyl-1H-indole-5-carboxylic acid. ESI-MS (m/z): 639 [M+H]+.